From a dataset of the Open Reaction Database (ORD), a public repository of structured organic reaction records. describe an organic reaction: reactants, conditions, products, and yield Solvent: [OH-].[Na+] (sodium hydroxide), [OH-].[Na+] (sodium hydroxide). Yields the product OC(CCCC(CC=CC(=CC(=O)OCC)C)C)(C)C (ethyl 11-hydroxy-3,7,11-trimethyldodeca-2,4-dienoate). Reported procedure: To a mixture of 1.9 g. of mercuric acetate, 6 ml. of water and 20 ml. of tetrahydrofuran is added 1.49 g. of trans ethyl 3,7,11-trimethyldodeca-2,4,10-trienoate slowly. After addition is complete, the reaction mixture is stirred for about 20 minutes. The mixture is cooled to about 0° and 6 ml. of aqueous sodium hydroxide (3 molar) is added followed by 0.49 g. of sodium borohydride in aqueous sodium hydroxide (about 3 molar). The mixture is stirred for about 30 minutes. The mixture is then decant... Reactants: [BH4-].[Na+] (sodium borohydride), mercuric acetate, CC(=CC(=O)OCC)\C=C\CC(CCC=C(C)C)C (trans ethyl 3,7,11-trimethyldodeca-2,4,10-trienoate), O (water), O1CCCC1 (tetrahydrofuran). RXN SMILES: O.[O:2]1CCCC1.[CH3:7][C:8](/[CH:15]=[CH:16]/[CH2:17][CH:18]([CH3:25])[CH2:19][CH2:20][CH:21]=[C:22]([CH3:24])[CH3:23])=[CH:9][C:10]([O:12][CH2:13][CH3:14])=[O:11].[BH4-].[Na+]>[OH-].[Na+]>[OH:2][C:22]([CH3:23])([CH3:24])[CH2:21][CH2:20][CH2:19][CH:18]([CH3:25])[CH2:17][CH:16]=[CH:15][C:8]([CH3:7])=[CH:9][C:10]([O:12][CH2:13][CH3:14])=[O:11] |f:3.4,5.6|. Run at time 20 minute. As a reaction SMILES: [CH2:1]([O:8][C:9]([C:11]1([NH:16][S:17]([C:20]2[CH:25]=[CH:24][C:23]([O:26][C:27]3[CH:32]=[CH:31][C:30]([F:33])=[CH:29][CH:28]=3)=[CH:22][CH:21]=2)(=[O:19])=[O:18])[CH2:15][CH2:14][CH2:13][CH2:12]1)=[O:10])[C:2]1[CH:7]=[CH:6][CH:5]=[CH:4][CH:3]=1.C[Si](C)(C)[N-][Si](C)(C)C.[K+].[C:44]([Si:48]([O:51][CH2:52][CH2:53][CH2:54]I)([CH3:50])[CH3:49])([CH3:47])([CH3:46])[CH3:45].C[SiH2]C>CN(C)C=O>[CH2:1]([O:8][C:9]([C:11]1([N:16]([CH2:54][CH2:53][CH2:52][O:51][Si:48]([C:44]([CH3:45])([CH3:47])[CH3:46])([CH3:49])[CH3:50])[S:17]([C:20]2[CH:25]=[CH:24][C:23]([O:26][C:27]3[CH:32]=[CH:31][C:30]([F:33])=[CH:29][CH:28]=3)=[CH:22][CH:21]=2)(=[O:19])=[O:18])[CH2:15][CH2:14][CH2:13][CH2:12]1)=[O:10])[C:2]1[CH:3]=[CH:4][CH:5]=[CH:6][CH:7]=1 |f:1.2|. Reported procedure: To a solution of 1-[4-(4-fluorophenoxy)benzenesulfonylamino]-cyclopentanecarboxylic acid benzyl ester (199 grams, 0.42 mole) in dry N,N-dimethylformamide (2.5 L) at room temperature was added potassium hexamethyldisilazide (100 grams, 0.50 mole) and, after 3 hours, tert-butyl-(3-iodopropoxy)dimethylsilane (150 grams, 0.50 mole). The resulting mixture was stirred at room temperature for 16 hours. Additional tert-butyl-3-iodopropoxy)-dimethylsilane (20 grams, 0.067 mole) was then added. Stirring a... Product: C(C1=CC=CC=C1)OC(=O)C1(CCCC1)N(S(=O)(=O)C1=CC=C(C=C1)OC1=CC=C(C=C1)F)CCCO[Si](C)(C)C(C)(C)C (1-{[3-(tert-butyl-dimethylsilanyloxy)-propyl]-[4-(4-fluorophenoxy)benzenesulfonyl]-amino}cyclopentanecarboxylic acid benzyl ester). The yield is 103.7%. Run at time 3 hour. Run in CN(C=O)C (N,N-dimethylformamide). Starting materials: C(C1=CC=CC=C1)OC(=O)C1(CCCC1)NS(=O)(=O)C1=CC=C(C=C1)OC1=CC=C(C=C1)F (1-[4-(4-fluorophenoxy)benzenesulfonylamino]-cyclopentanecarboxylic acid benzyl ester), C[Si]([N-][Si](C)(C)C)(C)C.[K+] (potassium hexamethyldisilazide), C[SiH2]C (dimethylsilane), C(C)(C)(C)[Si](C)(C)OCCCI (tert-butyl-(3-iodopropoxy)dimethylsilane). The reactants are Cc1ccccc1, O=C(O)CCCc1ccc(C2CCCCC2)cc1, O=S(Cl)Cl, c1ccncc1. The product is O=C1CCCc2ccc(C3CCCCC3)cc21. RXN SMILES: [CH3:23][c:24]1[cH:25][cH:26][cH:27][cH:28][cH:29]1.[CH:1]1([c:7]2[cH:8][cH:9][c:10]([CH2:13][CH2:14][CH2:15][C:16](=[O:17])[OH:18])[cH:11][cH:12]2)[CH2:2][CH2:3][CH2:4][CH2:5][CH2:6]1.[S:19]([Cl:20])([Cl:21])=[O:22].[cH:30]1[cH:31][cH:32][n:33][cH:34][cH:35]1>>[CH:1]1([c:7]2[cH:8][c:9]3[c:10]([cH:11][cH:12]2)[CH2:13][CH2:14][CH2:15][C:16]3=[O:18])[CH2:2][CH2:3][CH2:4][CH2:5][CH2:6]1. The reactants are C(C=C)(=O)OCC (Ethyl acrylate), C1(O)=CC=C(O)C=C1 (hydroquinone), hexa-n-propylphosphorus triamide, C(C(=C)C)(=O)OC (methyl methacrylate), COC (methyl ether). Reaction conditions: temperature 60 celsius. Product: C=C(C(=O)O)CC(C(=O)O)C (2-methylene-4-methylglutaric acid). RXN SMILES: [C:1]([O:5]CC)(=[O:4])[CH:2]=[CH2:3].[C:8]([O:13]C)(=[O:12])[C:9]([CH3:11])=[CH2:10].COC.C1(C=CC(O)=CC=1)O>>[CH2:10]=[C:9]([CH2:11][CH:2]([CH3:3])[C:1]([OH:5])=[O:4])[C:8]([OH:13])=[O:12]. Reported procedure: Ethyl acrylate (50 g.) is added dropwise under nitrogen to a solution maintained at 60° C. and containing 500 g. of methyl methacrylate, 2.0 g. of the methyl ether of hydroquinone, and 6.0 g. of hexa-n-propylphosphorus triamide. The reaction was held at 60° C. for a total of 24 hours. After removal of unrected ethyl acrylate and methyl methacrylate, the 69.2 g. of residue analyzes for 22.4 g. of ethyl 2-methylene-4-carbomethoxypentanoate and 27.8 g. of diethyl 2-methyleneglutarate. Spectral anal... Reactants: CC1CCNCC1, CN(C)c1ccncc1, C(=NC1CCCCC1)=NC1CCCCC1, CN1CCc2c(c3cc(Cl)ccc3n2CCC(=O)O)C1, ClCCl. The product is CC1CCN(C(=O)CCn2c3c(c4cc(Cl)ccc42)CN(C)CC3)CC1. Reaction SMILES: [CH3:21][CH:22]1[CH2:23][CH2:24][NH:25][CH2:26][CH2:27]1.[CH3:43][N:44]([c:45]1[cH:46][cH:47][n:48][cH:49][cH:50]1)[CH3:51].[CH:28]1([N:29]=[C:30]=[N:31][CH:32]2[CH2:33][CH2:34][CH2:35][CH2:36][CH2:37]2)[CH2:38][CH2:39][CH2:40][CH2:41][CH2:42]1.[Cl:1][c:2]1[cH:3][c:4]2[c:5]3[c:6]([n:7]([CH2:11][CH2:12][C:13](=[O:14])[OH:15])[c:8]2[cH:9][cH:10]1)[CH2:16][CH2:17][N:18]([CH3:20])[CH2:19]3.[Cl:52][CH2:53][Cl:54]>>[Cl:1][c:2]1[cH:3][c:4]2[c:5]3[c:6]([n:7]([CH2:11][CH2:12][C:13](=[O:15])[N:25]4[CH2:24][CH2:23][CH:22]([CH3:21])[CH2:27][CH2:26]4)[c:8]2[cH:9][cH:10]1)[CH2:16][CH2:17][N:18]([CH3:20])[CH2:19]3. The reactants are C[Si](C)(C)C(F)(F)F, CCCC[N+](CCCC)(CCCC)CCCC, [F-], CC1(CC=O)CCOc2ccc(F)cc21, C1CCOC1. Product: CC1(CC(O)C(F)(F)F)CCOc2ccc(F)cc21. RXN SMILES: [CH3:16][Si:17]([C:18]([F:19])([F:20])[F:21])([CH3:22])[CH3:23].[CH3:25][CH2:26][CH2:27][CH2:28][N+:29]([CH2:30][CH2:31][CH2:32][CH3:33])([CH2:34][CH2:35][CH2:36][CH3:37])[CH2:38][CH2:39][CH2:40][CH3:41].[F-:24].[F:1][c:2]1[cH:3][c:4]2[c:9]([cH:10][cH:11]1)[O:8][CH2:7][CH2:6][C:5]2([CH3:12])[CH2:13][CH:14]=[O:15].[O:42]1[CH2:43][CH2:44][CH2:45][CH2:46]1>>[F:1][c:2]1[cH:3][c:4]2[c:9]([cH:10][cH:11]1)[O:8][CH2:7][CH2:6][C:5]2([CH3:12])[CH2:13][CH:14]([OH:15])[C:18]([F:19])([F:20])[F:21].